From a dataset of the Open Reaction Database (ORD), a public repository of structured organic reaction records. describe an organic reaction: reactants, conditions, products, and yield The reactants are COCCN(CCOC)c1ccccc1N, S=C(Cl)Cl, C1COCCO1, O. The product is COCCN(CCOC)c1ccccc1N=C=S. Reaction SMILES: [CH3:1][O:2][CH2:3][CH2:4][N:5]([c:6]1[c:7]([NH2:12])[cH:8][cH:9][cH:10][cH:11]1)[CH2:13][CH2:14][O:15][CH3:16].[Cl:17][C:18]([Cl:19])=[S:20].[O:22]1[CH2:23][CH2:24][O:25][CH2:26][CH2:27]1.[OH2:21]>>[CH3:1][O:2][CH2:3][CH2:4][N:5]([c:6]1[c:7]([N:12]=[C:18]=[S:20])[cH:8][cH:9][cH:10][cH:11]1)[CH2:13][CH2:14][O:15][CH3:16]. Starting materials: C(C)(C)(C)OC(NC1=C(C=CC=C1N)C1=C(C=C(C=C1C)C)C)=O ((3-Amino-2',4',6'-trimethyl-biphenyl-2-yl)-carbamic acid tert-butyl ester), C(C)(=O)O[BH-](OC(C)=O)OC(C)=O.[Na+] (sodium triacetoxyborohydride), CCC(CC)=O (3-pentanone), S(=O)(=O)([O-])[O-].[Na+].[Na+] (sodium sulfate). Solvent: C(C)(=O)O (acetic acid). Run at time 45 minute. The product is C(C)(C)(C)OC(NC1=C(C=CC=C1NC(CC)CC)C1=C(C=C(C=C1C)C)C)=O ([3-(1-Ethyl-propylamino)-2',4',6'-trimethyl-biphenyl-2-yl] carbamic acid tert-butyl ester). Yield: 75.6%. RXN SMILES: [C:1]([O:5][C:6](=[O:24])[NH:7][C:8]1[C:13]([NH2:14])=[CH:12][CH:11]=[CH:10][C:9]=1[C:15]1[C:20]([CH3:21])=[CH:19][C:18]([CH3:22])=[CH:17][C:16]=1[CH3:23])([CH3:4])([CH3:3])[CH3:2].[CH3:25][CH2:26][C:27](=O)[CH2:28][CH3:29].S([O-])([O-])(=O)=O.[Na+].[Na+].C(O[BH-](OC(=O)C)OC(=O)C)(=O)C.[Na+]>C(O)(=O)C>[C:1]([O:5][C:6](=[O:24])[NH:7][C:8]1[C:13]([NH:14][CH:27]([CH2:28][CH3:29])[CH2:26][CH3:25])=[CH:12][CH:11]=[CH:10][C:9]=1[C:15]1[C:16]([CH3:23])=[CH:17][C:18]([CH3:22])=[CH:19][C:20]=1[CH3:21])([CH3:4])([CH3:3])[CH3:2] |f:2.3.4,5.6|. Procedure details: Under a nitrogen atmosphere was combined 5 ml of acetic acid, 205 mg (0.62 mmol) of the title compound of Example 4 and 126 μl (1.25 mmol) of 3-pentanone, followed by 890 mg (6.29 mmol) of powdered sodium sulfate (Na2SO4). The solution was allowed to stir for 20 minutes, at which point 158 mg (0.75 mmol) of sodium triacetoxyborohydride (NaBH(OAc)3) was added. The solution was allowed to stir for 45 minutes and was then quenched with aqueous bicarbonate (75 ml) and was extracted with ethyl acetat... Starting materials: 24.8, FC1=CC=C(C=C1)CN1C2=NC=NC=C2N=C1SC1CCN(CC1)S(=O)(=O)C1=CC=C(C=C1)C (4-[[9-[(4-fluorophenyl)methyl]-9H-purin-8-yl]thio]-1-[(4-methylphenyl)sulfonyl]piperidine), Br (hydrogen bromide). Solvent: C(C)(=O)O (acetic acid). The product is FC1=CC=C(C=C1)CN1C2=NC=NC=C2N=C1SC1CCNCC1 (9-[(4-fluorophenyl)methyl]-8-(4-piperidinylthio)-9H-purine). Yield: 17.4%. Reaction SMILES: [F:1][C:2]1[CH:7]=[CH:6][C:5]([CH2:8][N:9]2[C:17]([S:18][CH:19]3[CH2:24][CH2:23][N:22](S(C4C=CC(C)=CC=4)(=O)=O)[CH2:21][CH2:20]3)=[N:16][C:15]3[C:10]2=[N:11][CH:12]=[N:13][CH:14]=3)=[CH:4][CH:3]=1.Br>C(O)(=O)C>[F:1][C:2]1[CH:7]=[CH:6][C:5]([CH2:8][N:9]2[C:17]([S:18][CH:19]3[CH2:20][CH2:21][NH:22][CH2:23][CH2:24]3)=[N:16][C:15]3[C:10]2=[N:11][CH:12]=[N:13][CH:14]=3)=[CH:4][CH:3]=1. Procedure: 7 A mixture of 24.8 parts of 4-[[9-[(4-fluorophenyl)methyl]-9H-purin-8-yl]thio]-1-[(4-methylphenyl)sulfonyl]piperidine and 300 parts of acetic acid, saturated with hydrogen bromide was stirred overnight at room temperature. After evaporation, the residue was taken up in water. The whole was treated with a sodium hydroxide solution and extracted with dichloromethane. The extract was acidified with a hydrochloric acid solution and extracted with water. The aqueous layer was treated with a sodium h... Reactants: C(C)(C)(C)NCC(COC1=CC=C2C(C=C(OC2=C1)C1=CC(=CC(=C1)OCC1=CC=CC=C1)OCC1=CC=CC=C1)=O)O (7-(3-tert-butylamino-2-hydroxy-propoxy)-3′,5′-dibenzyloxy-flavone), C(C)(C)(C)NCC(COC1=CC=C2C(C=C(OC2=C1)C1=CC(=CC(=C1)OCC1=CC=CC=C1)OCC1=CC=CC=C1)=O)O (7-(3-tert-Butylamino-2-hydroxy-propoxy)-3′,5′-dibenzyloxy-flavone), [H][H] (hydrogen). Reagents/catalysts: [Pd] (Pd/C). The solvent is CO (methanol). Yields the product C(C)(C)(C)NCC(COC1=CC=C2C(C=C(OC2=C1)C1=CC(=CC(=C1)O)O)=O)O (7-(3-tert-Butylamino-2-hydroxy-propoxy)-3′,5′-dihydroxy-flavone). As a reaction SMILES: [C:1]([NH:5][CH2:6][CH:7]([OH:43])[CH2:8][O:9][C:10]1[CH:19]=[C:18]2[C:13]([C:14](=[O:42])[CH:15]=[C:16]([C:20]3[CH:25]=[C:24]([O:26]CC4C=CC=CC=4)[CH:23]=[C:22]([O:34]CC4C=CC=CC=4)[CH:21]=3)[O:17]2)=[CH:12][CH:11]=1)([CH3:4])([CH3:3])[CH3:2].[H][H]>CO.[Pd]>[C:1]([NH:5][CH2:6][CH:7]([OH:43])[CH2:8][O:9][C:10]1[CH:19]=[C:18]2[C:13]([C:14](=[O:42])[CH:15]=[C:16]([C:20]3[CH:21]=[C:22]([OH:34])[CH:23]=[C:24]([OH:26])[CH:25]=3)[O:17]2)=[CH:12][CH:11]=1)([CH3:4])([CH3:2])[CH3:3]. Reported procedure: To a suspension of 7-(3-tert-butylamino-2-hydroxy-propoxy)-3′,5′-dibenzyloxy-flavone, 34 (1.0 g, 1.73 mmol) in dry methanol (60 mL) was added 40 mg 10% Pd/C. The reaction mixture was shaken in Parr hydrogenation assembly under hydrogen gas atmosphere at 60 lbs for 4 h after replacement of the air by nitrogen. The Pd/C was filtered and methanol evaporated on rotavapor under reduced pressure to provide 48. Yield 660 mg (96%); mp 153° C. (decomposes); MS (FAB) 400 (M++1); IR (KBr) 3401, 1618; 1H NM... Reactants: COC=1CCCCC(N1)CCC1=CC(=CC=C1)OC (3,4,5,6-tetrahydro-7-methoxy-2-[2-(3-methoxyphenyl)ethyl]-2H-azepine), [Cl-].[NH4+] (ammonium chloride). Product: Cl.COC=1C=C(C=CC1)CCC1CCCCC(N1)=N (hexahydro-7-[2-(3-methoxyphenyl)ethyl]-2H-azepin-2-imine, monohydrochloride). Reaction SMILES: CO[C:3]1[CH2:4][CH2:5][CH2:6][CH2:7][CH:8]([CH2:10][CH2:11][C:12]2[CH:17]=[CH:16][CH:15]=[C:14]([O:18][CH3:19])[CH:13]=2)[N:9]=1.[Cl-:20].[NH4+:21]>>[ClH:20].[CH3:19][O:18][C:14]1[CH:13]=[C:12]([CH2:11][CH2:10][CH:8]2[NH:9][C:3](=[NH:21])[CH2:4][CH2:5][CH2:6][CH2:7]2)[CH:17]=[CH:16][CH:15]=1 |f:1.2,3.4|. Procedure details: The product of Example 167 is reacted with ammonium chloride by the method of Example 5 to generate the compound. Reactants: O[C@@H]1C(C2=CC=CC=C2[C@@H]1O)(C)NC(OCC[Si](C)(C)C)=O (2-(trimethylsilyl)ethyl rac-[(2R,3S)-2,3-dihydroxy-1-methyl-2,3-dihydro-1H-inden-1-yl]carbamate), [H-].[Na+] (sodium hydride), [Cl-].[NH4+] (ammonium chloride), C(C)(=O)OCC (ethyl acetate). Solvent: C1CCOC1 (THF). Conditions: time 1 hour. Yields the product O[C@H]1[C@](C2=CC=CC=C2[C@H]1O)(C)NC(OCC[Si](C)(C)C)=O (2-(trimethylsilyl)ethyl rac-[(1R,2S,3R)-2,3-dihydroxy-1-methyl-2,3-dihydro-1H-inden-1-yl]carbamate), OC1C=2C=CC=CC2C2(NC(OC21)=O)C (rac-(3aR,8S,8aR)-8-hydroxy-3a-methyl-3,3a,8,8a-tetrahydro-2H-indeno[1,2-d][1,3]oxazol-2-one). RXN SMILES: [OH:1][C@H:2]1[C@@H:10]([OH:11])[C:9]2[C:4](=[CH:5][CH:6]=[CH:7][CH:8]=2)[C:3]1([NH:13][C:14](=[O:22])[O:15][CH2:16][CH2:17][Si:18]([CH3:21])([CH3:20])[CH3:19])[CH3:12].[H-].[Na+].[Cl-].[NH4+].C(OCC)(=O)C>C1COCC1>[OH:1][C@@H:2]1[C@H:10]([OH:11])[C:9]2[C:4](=[CH:5][CH:6]=[CH:7][CH:8]=2)[C@:3]1([NH:13][C:14](=[O:22])[O:15][CH2:16][CH2:17][Si:18]([CH3:21])([CH3:20])[CH3:19])[CH3:12].[OH:11][CH:10]1[CH:2]2[C:3]([CH3:12])([NH:13][C:14](=[O:15])[O:22]2)[C:4]2[CH:5]=[CH:6][CH:7]=[CH:8][C:9]1=2 |f:1.2,3.4|. Procedure details: To a solution of 130 mg of 2-(trimethylsilyl)ethyl rac-[(2R,3S)-2,3-dihydroxy-1-methyl-2,3-dihydro-1H-inden-1-yl]carbamate in 4 ml of THF was added 70 mg of 55% sodium hydride under ice-cooling, followed by stirring at the same temperature for 1 hour. To the reaction mixture were added a saturated aqueous ammonium chloride solution and ethyl acetate to carry out a layer separation operation, followed by drying over anhydrous magnesium sulfate, and the solvent was evaporated under reduced pressur... Starting materials: [Cl-].[Al+3].[Cl-].[Cl-] (Aluminium chloride), ice water, C1=CC=CC2=CC=CC=C12 (naphthalene), C(C(C)C)(=O)Cl (isobutyryl chloride). Solvent: ClCCl (dichloromethane), ClCCl (dichloromethane). Reaction conditions: temperature -30 celsius, time 1 hour. Yields the product CC(C(=O)C1=CC=CC2=CC=CC=C12)C (2-methyl-1-(1-naphthalenyl)-1-propanone). Reaction SMILES: [Cl-].[Al+3].[Cl-].[Cl-].[CH:5]1[C:14]2[C:9](=[CH:10][CH:11]=[CH:12][CH:13]=2)[CH:8]=[CH:7][CH:6]=1.[C:15](Cl)(=[O:19])[CH:16]([CH3:18])[CH3:17]>ClCCl>[CH3:17][CH:16]([CH3:18])[C:15]([C:13]1[C:14]2[C:9](=[CH:8][CH:7]=[CH:6][CH:5]=2)[CH:10]=[CH:11][CH:12]=1)=[O:19] |f:0.1.2.3|. Procedure details: Aluminium chloride (28.0 g, 0.21 mole) was suspended in 200 ml of anhydrous dichloromethane and was cooled to −30° C. A solution of naphthalene (25.6 g, 0.2 mole) and isobutyryl chloride (21.3 g, 0.20 mole) in 50 ml of anhydrous dichloromethane was slowly added to this suspension. After the addition was completed, the reaction mixture was stirred at −30° C. for 1 h. The reaction mixture was then allowed to warm up to room temperature. The reaction mixture was poured onto 300 g of ice water, and ... Run at time 10 hour. Run in C(C)O (ethanol). Reactants: Cl (hydrochloric acid), C(C)OCC (Diethyl ether), [OH-].[Na+] (NaOH), CC(C(C(C(=O)OCCCC)C(C)=O)=O)C (butyl 4-methyl-2-acetyl-3-oxo-valerate), ice. Procedure: To a solution of 42 g of NaOH in 50 ml of ethanol was added 0.1 mol of butyl 4-methyl-2-acetyl-3-oxo-valerate, and the reaction mixture was stirred for 10 hrs. Then to the reaction was added 50 ml of crushed ice, and the mixture was neutralized with hydrochloric acid. Diethyl ether was used to extract product, and the collected organic layer was dried over anhydrous sodium sulfate. The product was obtained by distillation under reduced vacuum. Product: CC(C(CC(=O)OCCCC)=O)C (butyl 4-methyl-3-oxo-valerate). As a reaction SMILES: [OH-].[Na+].[CH3:3][CH:4]([CH3:18])[C:5](=[O:17])[CH:6](C(=O)C)[C:7]([O:9][CH2:10][CH2:11][CH2:12][CH3:13])=[O:8].Cl.C(OCC)C>C(O)C>[CH3:18][CH:4]([CH3:3])[C:5](=[O:17])[CH2:6][C:7]([O:9][CH2:10][CH2:11][CH2:12][CH3:13])=[O:8] |f:0.1|. Starting materials: COC(=O)c1ccc(Nc2nc(Cl)ccc2C(N)=O)cc1, CO, Cl, [Na+], [OH-]. Product: NC(=O)c1ccc(Cl)nc1Nc1ccc(C(=O)O)cc1. As a reaction SMILES: [C:1]([NH2:2])(=[O:3])[c:4]1[c:5]([NH:11][c:12]2[cH:13][cH:14][c:15]([C:16](=[O:17])[O:18][CH3:19])[cH:20][cH:21]2)[n:6][c:7]([Cl:10])[cH:8][cH:9]1.[CH3:25][OH:26].[ClH:24].[Na+:23].[OH-:22]>>[C:1]([NH2:2])(=[O:3])[c:4]1[c:5]([NH:11][c:12]2[cH:13][cH:14][c:15]([C:16](=[O:17])[OH:18])[cH:20][cH:21]2)[n:6][c:7]([Cl:10])[cH:8][cH:9]1.